From a dataset of the Open Reaction Database (ORD), a public repository of structured organic reaction records. describe an organic reaction: reactants, conditions, products, and yield Starting materials: OC(c1ccc(C(F)(F)F)cc1)(c1ccc(C(F)(F)F)cc1)C1CCNCC1, O=C(O)C(F)(F)F. The product is FC(F)(F)c1ccc(C(=C2CCNCC2)c2ccc(C(F)(F)F)cc2)cc1. As a reaction SMILES: [F:1][C:2]([c:3]1[cH:4][cH:5][c:6]([C:9]([CH:10]2[CH2:11][CH2:12][NH:13][CH2:14][CH2:15]2)([OH:16])[c:17]2[cH:18][cH:19][c:20]([C:23]([F:24])([F:25])[F:26])[cH:21][cH:22]2)[cH:7][cH:8]1)([F:27])[F:28].[OH:29][C:30]([C:31]([F:32])([F:33])[F:34])=[O:35]>>[F:1][C:2]([c:3]1[cH:4][cH:5][c:6]([C:9](=[C:10]2[CH2:11][CH2:12][NH:13][CH2:14][CH2:15]2)[c:17]2[cH:18][cH:19][c:20]([C:23]([F:24])([F:25])[F:26])[cH:21][cH:22]2)[cH:7][cH:8]1)([F:27])[F:28]. Reactants: NC=1C=C(C=C2CC(NC12)=O)F (7-amino-5-fluoro-1,3-dihydro-indole-2-one), C(C)N(CCN1C(C2=C(CC1)NC(=C2C)C=O)=O)CC (5-(2-diethylamino-ethyl)-3-methyl-4-oxo-4,5,6,7-tetrahydro-1H-pyrrolo[3,2-c]pyridine-2-carbaldehyde), FC=1C=C2CC(NC2=C(C1)NC(C)=O)=O (N-(5-fluoro-2-oxo-2,3-dihydro-1H-indol-7-yl)-acetamide). Yields the product C(C)N(CCN1C(C2=C(CC1)NC(=C2C)C=C2C(NC1=C(C=C(C=C21)F)NC(C)=O)=O)=O)CC (N-{3-[5-(2-Diethylamino-ethyl)-3-methyl-4-oxo-4,5,6,7-tetrahydro-1H-pyrrolo[3,2-c]pyridine-2-ylmethylene]-5-fluoro-2-oxo-2,3-dihydro-1H-indol-7-yl}-acetamide), C(C)N(CCN1C(C2=C(CC1)NC(=C2C)C=C2CNC1=C(C=C(CC21)F)NC(C)=O)=O)CC (N-{3-[5-(2-diethylamino-ethyl)-3-methyl-4-oxo-4,5,6,7-tetrahydro-1H-pyrrolo[3,2-c]pyridine-2-ylmethylene]-5-fluoro dihydro-1H-indol-7-yl}-acetamide). Yield: 30.8%. Reaction SMILES: [CH2:1]([N:3]([CH2:19][CH3:20])[CH2:4][CH2:5][N:6]1[CH2:11][CH2:10][C:9]2[NH:12][C:13]([CH:16]=O)=[C:14]([CH3:15])[C:8]=2[C:7]1=[O:18])[CH3:2].[F:21][C:22]1[CH:23]=[C:24]2[C:28](=[C:29]([NH:31][C:32](=[O:34])[CH3:33])[CH:30]=1)[NH:27][C:26](=[O:35])[CH2:25]2.NC1C=C(F)C=C2C=1NC(=O)C2>>[CH2:1]([N:3]([CH2:19][CH3:20])[CH2:4][CH2:5][N:6]1[CH2:11][CH2:10][C:9]2[NH:12][C:13]([CH:16]=[C:25]3[C:24]4[C:28](=[C:29]([NH:31][C:32](=[O:34])[CH3:33])[CH:30]=[C:22]([F:21])[CH:23]=4)[NH:27][C:26]3=[O:35])=[C:14]([CH3:15])[C:8]=2[C:7]1=[O:18])[CH3:2].[CH2:1]([N:3]([CH2:19][CH3:20])[CH2:4][CH2:5][N:6]1[CH2:11][CH2:10][C:9]2[NH:12][C:13]([CH:16]=[C:25]3[CH:24]4[C:28](=[C:29]([NH:31][C:32](=[O:34])[CH3:33])[CH:30]=[C:22]([F:21])[CH2:23]4)[NH:27][CH2:26]3)=[C:14]([CH3:15])[C:8]=2[C:7]1=[O:18])[CH3:2]. Reported procedure: The title compound was prepared under the same conditions as described in Example 1 with 5-(2-diethylamino-ethyl)-3-methyl-4-oxo-4,5,6,7-tetrahydro-1H-pyrrolo[3,2-c]pyridine-2-carbaldehyde and N-(5-fluoro-2-oxo-2,3-dihydro-1H-indol-7-yl)-acetamide which was prepared by the acetylation of 7-amino-5-fluoro-1,3-dihydro-indole-2-one (prepared according to U.S. Pat. No. 6,114,371, US1997-810659) as starting materials to give N-{3-[5-(2-diethylamino-ethyl)-3-methyl-4-oxo-4,5,6,7-tetrahydro-1H-pyrrolo[... The reactants are C(CC(=O)OCC)(C(=O)OCC)C(=O)OCC (triethyl ethane-1,1,2-tricarboxylate), C(C)(=O)O.C(=N)N (Formamidine acetate), Cl (HCl). The reagents and catalysts are C[O-].[Na+] (sodium methoxide). Run in CO (methanol). Conditions: time 3 hour. Yields the product OC1=NC=NC(=C1CC(=O)OCC)O (ethyl 2-(4,6-dihydroxypyrimidin-5-yl)acetate). Isolated yield 71.2%. RXN SMILES: [CH:1]([C:13]([O:15]CC)=O)([C:8](OCC)=[O:9])[CH2:2][C:3]([O:5][CH2:6][CH3:7])=[O:4].C(O)(=O)C.[CH:22]([NH2:24])=[NH:23].Cl>C[O-].[Na+].CO>[OH:15][C:13]1[C:1]([CH2:2][C:3]([O:5][CH2:6][CH3:7])=[O:4])=[C:8]([OH:9])[N:24]=[CH:22][N:23]=1 |f:1.2,4.5|. Procedure details: Charge 394.5 L methanol into the reactor at room temperature. Charge 0.3682 Kg of sodium methoxide into the reactor at RT followed by triethyl ethane-1,1,2-tricarboxylate (93.31 Kg). Stir at RT for 3 hours. Heat the reaction to 40-50° C. and distill out methanol completely under vacuum. Charge 263 L of methanol into the reactor at 40-50° C. and distill out methanol completely under vacuum at 40-50° C. Charge 263 L of methanol into the reactor at 40-50° C. cool slowly to 10-15° C. to promote crys... The reactants are ClC=1C=C(C(=O)O)C=CC1 (3-chlorobenzoic acid), C1(=CC=C(C=C1)S(=O)(=O)O)C (4-toluenesulfonic acid), O=O (oxygen), O.O.O.O.ClC=1C=C(C(=O)O[O-])C=CC1.ClC=1C=C(C(O[O-])=O)C=CC1.[Mg+2] (magnesium bis(3-chloroperoxybenzoate) tetrahydrate), ClC=1C=C(C(=O)OO)C=CC1 (3-chloroperoxybenzoic acid). Run in deuterated methanol. The product is O.O.O.O.ClC=1C=C(C(=O)O[O-])C=CC1.ClC=1C=C(C(O[O-])=O)C=CC1.[Mg+2] (magnesium bis(3-chloroperoxybenzoate) tetrahydrate), ClC=1C=C(C(=O)[O-])C=CC1.ClC=1C=C(C(=O)[O-])C=CC1.[Mg+2] (magnesium bis (3-chlorobenzoate)). As a reaction SMILES: O=O.O.O.O.O.[Cl:7][C:8]1[CH:9]=[C:10]([CH:15]=[CH:16][CH:17]=1)[C:11]([O:13][O-:14])=[O:12].[Cl:18][C:19]1[CH:20]=[C:21]([CH:26]=[CH:27][CH:28]=1)[C:22](=[O:25])[O:23][O-].[Mg+2:29].C1(C)C=CC(S(O)(=O)=[O:37])=CC=1.[Cl:41][C:42]1[CH:43]=[C:44]([CH:48]=[CH:49][CH:50]=1)[C:45]([OH:47])=[O:46].[Cl:51][C:52]1[CH:53]=[C:54]([CH:59]=[CH:60][CH:61]=1)[C:55]([O:57][OH:58])=[O:56]>>[OH2:12].[OH2:23].[OH2:37].[OH2:46].[Cl:51][C:52]1[CH:53]=[C:54]([CH:59]=[CH:60][CH:61]=1)[C:55]([O:57][O-:58])=[O:56].[Cl:7][C:8]1[CH:9]=[C:10]([CH:15]=[CH:16][CH:17]=1)[C:11](=[O:12])[O:13][O-:14].[Mg+2:29].[Cl:18][C:19]1[CH:20]=[C:21]([CH:26]=[CH:27][CH:28]=1)[C:22]([O-:25])=[O:23].[Cl:41][C:42]1[CH:43]=[C:44]([CH:48]=[CH:49][CH:50]=1)[C:45]([O-:47])=[O:46].[Mg+2:29] |f:1.2.3.4.5.6.7,11.12.13.14.15.16.17,18.19.20|. Procedure details: These data are consistent with our assignment of the product from Example 1 as magnesium bis(3-chloroperoxybenzoate) tetrahydrate. A reanalysis of this product in deuterated methanol again showed signals at 174.49 and 172.65 ppm. Addition of 4-toluenesulfonic acid to protonate this product resulted in a shift of the signals to 168.05 and 165.88 ppm, features consistent with 3-chlorobenzoic acid and 3-chloroperoxybenzoic acid formed from protonation of magnesium bis(3-chloroperoxybenzoate) tetrah... Starting materials: C1CCC2=NCCCN2CC1, C1COCCO1, O=C=NC(=O)CCl, CCOc1ccc2c(C#N)c(-c3ccc(N)cc3)n(CC)c2c1. Product: CCOc1ccc2c(C#N)c(-c3ccc(N4CC(=O)NC4=O)cc3)n(CC)c2c1. As a reaction SMILES: [CH2:31]1[CH2:32][CH2:33][C:34]2=[N:39][CH2:38][CH2:37][CH2:36][N:35]2[CH2:40][CH2:41]1.[CH2:42]1[O:43][CH2:44][CH2:45][O:46][CH2:47]1.[Cl:24][CH2:25][C:26](=[O:27])[N:28]=[C:29]=[O:30].[NH2:1][c:2]1[cH:3][cH:4][c:5](-[c:8]2[n:9]([CH2:22][CH3:23])[c:10]3[cH:11][c:12]([O:19][CH2:20][CH3:21])[cH:13][cH:14][c:15]3[c:16]2[C:17]#[N:18])[cH:6][cH:7]1>>[N:1]1([c:2]2[cH:3][cH:4][c:5](-[c:8]3[n:9]([CH2:22][CH3:23])[c:10]4[cH:11][c:12]([O:19][CH2:20][CH3:21])[cH:13][cH:14][c:15]4[c:16]3[C:17]#[N:18])[cH:6][cH:7]2)[CH2:25][C:26](=[O:27])[NH:28][C:29]1=[O:30]. The reactants are FC(CNC(=O)NC=1C=C(C=CC1)C1=CN=C2N1N=CC(=C2)C=2C=NN(C2)C(C(=O)O)C)(F)F (2-(4-{3-[3-({[(2,2,2-trifluoroethyl)amino]carbonyl}amino)phenyl]imidazo[1,2-b]pyridazin-7-yl}-1H-pyrazol-1-yl)propanoic acid), Cl.N1CC(CC1)C#N (pyrrolidine-3-carbonitrile hydrochloride). The product is C(#N)C1CN(CC1)C(C(C)N1N=CC(=C1)C1=CC=2N(N=C1)C(=CN2)C=2C=C(C=CC2)NC(=O)NCC(F)(F)F)=O (N-[3-(7-{1-[2-(3-Cyanopyrrolidin-1-yl)-1-methyl-2-oxoethyl]-1H-pyrazol-4-yl}imidazo[1,2-b]pyridazin-3-yl)phenyl]-N′-(2,2,2-trifluoroethyl)urea). As a reaction SMILES: [F:1][C:2]([F:34])([F:33])[CH2:3][NH:4][C:5]([NH:7][C:8]1[CH:9]=[C:10]([C:14]2[N:18]3[N:19]=[CH:20][C:21]([C:23]4[CH:24]=[N:25][N:26]([CH:28]([CH3:32])[C:29](O)=[O:30])[CH:27]=4)=[CH:22][C:17]3=[N:16][CH:15]=2)[CH:11]=[CH:12][CH:13]=1)=[O:6].Cl.[NH:36]1[CH2:40][CH2:39][CH:38]([C:41]#[N:42])[CH2:37]1>>[C:41]([CH:38]1[CH2:39][CH2:40][N:36]([C:29](=[O:30])[CH:28]([N:26]2[CH:27]=[C:23]([C:21]3[CH:20]=[N:19][N:18]4[C:14]([C:10]5[CH:9]=[C:8]([NH:7][C:5]([NH:4][CH2:3][C:2]([F:33])([F:1])[F:34])=[O:6])[CH:13]=[CH:12][CH:11]=5)=[CH:15][N:16]=[C:17]4[CH:22]=3)[CH:24]=[N:25]2)[CH3:32])[CH2:37]1)#[N:42] |f:1.2|. Procedure: This compound was prepared by using procedures analogous to those described for the synthesis of Example 54, Step 3 starting from 2-(4-{3-[3-({[(2,2,2-trifluoroethyl)amino]carbonyl}amino)phenyl]imidazo[1,2-b]pyridazin-7-yl}-1H-pyrazol-1-yl)propanoic acid and pyrrolidine-3-carbonitrile hydrochloride (Tyger and Cat. No. P76159). LCMS (M+H)+: m/z=552.2.